From a dataset of the Open Reaction Database (ORD), a public repository of structured organic reaction records. describe an organic reaction: reactants, conditions, products, and yield The reactants are CCOC(C)=O, CCCCCC#CC(O)C1CCC(=O)C1CCCCCCC(=O)O. Product: CCCCCC=CC(O)C1CCC(=O)C1CCCCCCC(=O)O. As a reaction SMILES: [CH3:25][CH2:26][O:27][C:28](=[O:29])[CH3:30].[OH:1][CH:2]([C:3]#[C:4][CH2:5][CH2:6][CH2:7][CH2:8][CH3:9])[CH:10]1[CH:11]([CH2:16][CH2:17][CH2:18][CH2:19][CH2:20][CH2:21][C:22](=[O:23])[OH:24])[C:12](=[O:15])[CH2:13][CH2:14]1>>[OH:1][CH:2]([CH:3]=[CH:4][CH2:5][CH2:6][CH2:7][CH2:8][CH3:9])[CH:10]1[CH:11]([CH2:16][CH2:17][CH2:18][CH2:19][CH2:20][CH2:21][C:22](=[O:23])[OH:24])[C:12](=[O:15])[CH2:13][CH2:14]1. Reported procedure: Prepared in analogy to that of 5-(4-fluoro-phenyl)-2-methyl-1-phenyl-1H-pyrrole-3-carboxylic acid ethyl ester from 2-Acetyl-5,5-dimethyl-4-oxo-hexanoic acid ethyl ester and 4-fluoroaniline. The title compound, ESI MS (m/z): 304 (M+H+). Starting materials: C(C)OC(=O)C1=C(N(C(=C1)C1=CC=C(C=C1)F)C1=CC=CC=C1)C (5-(4-fluoro-phenyl)-2-methyl-1-phenyl-1H-pyrrole-3-carboxylic acid ethyl ester), C(C)OC(C(CC(C(C)(C)C)=O)C(C)=O)=O (2-Acetyl-5,5-dimethyl-4-oxo-hexanoic acid ethyl ester), FC1=CC=C(N)C=C1 (4-fluoroaniline). Product: C(C)OC(=O)C1=C(N(C(=C1)C(C)(C)C)C1=CC=C(C=C1)F)C (5-tert-Butyl-1-(4-fluoro-phenyl)-2-methyl-1H-pyrrole-3-carboxylic acid ethyl ester). RXN SMILES: C(OC(C1C=C(C2C=CC(F)=CC=2)N(C2C=CC=CC=2)C=1C)=O)C.[CH2:25]([O:27][C:28](=[O:40])[CH:29]([C:37](=O)[CH3:38])[CH2:30][C:31](=O)[C:32]([CH3:35])([CH3:34])[CH3:33])[CH3:26].[F:41][C:42]1[CH:48]=[CH:47][C:45]([NH2:46])=[CH:44][CH:43]=1>>[CH2:25]([O:27][C:28]([C:29]1[CH:30]=[C:31]([C:32]([CH3:35])([CH3:34])[CH3:33])[N:46]([C:45]2[CH:47]=[CH:48][C:42]([F:41])=[CH:43][CH:44]=2)[C:37]=1[CH3:38])=[O:40])[CH3:26]. Reactants: FC(C(=O)O)(F)F.C(CCC)NC1=NC(=C2N=C(NC2=N1)OC)N (N2-butyl-8-methoxy-9H-purine-2,6-diamine trifluoroacetic acid salt), C([O-])([O-])=O.[K+].[K+] (potassium carbonate), Cl (hydrogen chloride), BrCC1OCCC1 (2-(bromomethyl)tetrahydrofuran). As a reaction SMILES: FC(F)(F)C(O)=O.[CH2:8]([NH:12][C:13]1[N:21]=[C:20]2[C:16]([N:17]=[C:18]([O:22]C)[NH:19]2)=[C:15]([NH2:24])[N:14]=1)[CH2:9][CH2:10][CH3:11].C(=O)([O-])[O-].[K+].[K+].Br[CH2:32][CH:33]1[CH2:37][CH2:36][CH2:35][O:34]1.Cl>CN(C)C=O.C(OCC)(=O)C.CO.O1CCOCC1>[NH2:24][C:15]1[N:14]=[C:13]([NH:12][CH2:8][CH2:9][CH2:10][CH3:11])[N:21]=[C:20]2[C:16]=1[NH:17][C:18](=[O:22])[N:19]2[CH2:32][CH:33]1[CH2:37][CH2:36][CH2:35][O:34]1 |f:0.1,2.3.4|. Run at temperature 60 celsius, time 1.5 hour. The solvent is CN(C=O)C (N,N-dimethylformamide), CO (methanol), O1CCOCC1 (1,4-dioxane), C(C)(=O)OCC (ethyl acetate). Reported procedure: To a solution of N2-butyl-8-methoxy-9H-purine-2,6-diamine trifluoroacetic acid salt (400 mg) in dry N,N-dimethylformamide (6 ml) at room temperature and under nitrogen was added potassium carbonate (630 mg) in one go. The reaction was stirred at 60° C. for 1.5 hours and then cooled to 40° C. 2-(bromomethyl)tetrahydrofuran (156 μl) was added in one go and the reaction heated to 50° C. overnight and then at 90° C. for 2 hours. The reaction was diluted with ethyl acetate (20 ml) and washed with wat... Product: NC1=C2NC(N(C2=NC(=N1)NCCCC)CC1OCCC1)=O (6-Amino-2-butylamino-9-(tetrahydrofuran-2-ylmethyl)-7,9-dihydro-8H-Purin-8-one).